This data is from the Open Reaction Database (ORD), a public repository of structured organic reaction records. The task is: describe an organic reaction: reactants, conditions, products, and yield Reaction SMILES: [CH2:1]([CH3:2])[O:3][c:4]1[cH:5][c:6]2[c:7](=[O:22])[c:8]([C:17](=[O:18])[O:19][CH2:20][CH3:21])[cH:9][n:10]([CH2:15][CH3:16])[c:11]2[n:12][c:13]1[CH3:14].[CH:26]([Cl:27])([Cl:28])[Cl:29].[Se:23](=[O:24])=[O:25]>>[CH2:1]([CH3:2])[O:3][c:4]1[cH:5][c:6]2[c:7](=[O:22])[c:8]([C:17](=[O:18])[O:19][CH2:20][CH3:21])[cH:9][n:10]([CH2:15][CH3:16])[c:11]2[n:12][c:13]1[CH:14]=[O:24]. Yields the product CCOC(=O)c1cn(CC)c2nc(C=O)c(OCC)cc2c1=O. Reactants: CCOC(=O)c1cn(CC)c2nc(C)c(OCC)cc2c1=O, ClC(Cl)Cl, O=[Se]=O. Reaction SMILES: [CH3:1][C:2]1[CH:6]=[C:5]([CH3:7])[NH:4][C:3]=1/[CH:8]=[C:9]1\[C:10](=[O:25])[N:11]([C:18](N2C=CN=C2)=[O:19])[C:12]2[C:17]\1=[CH:16][CH:15]=[CH:14][CH:13]=2.[OH:26][C:27]1[CH:35]=[CH:34][C:30]([C:31]([OH:33])=[O:32])=[CH:29][CH:28]=1>C(N(CC)CC)C.C1COCC1>[C:31]([C:30]1[CH:34]=[CH:35][C:27]([O:26][C:18]([N:11]2[C:12]3[C:17](=[CH:16][CH:15]=[CH:14][CH:13]=3)/[C:9](=[CH:8]/[C:3]3[NH:4][C:5]([CH3:7])=[CH:6][C:2]=3[CH3:1])/[C:10]2=[O:25])=[O:19])=[CH:28][CH:29]=1)([OH:33])=[O:32]. Isolated yield 37.3%. Reactants: CC1=C(NC(=C1)C)\C=C\1/C(N(C2=CC=CC=C12)C(=O)N1C=NC=C1)=O (3-[1-(3,5-dimethyl-1H-pyrrol-2-yl)-meth-(Z)-ylidene]-1-(imidazol-1-ylcarbonyl)-1,3-dihydro-indol-2-one), OC1=CC=C(C(=O)O)C=C1 (4-hydroxybenzoic acid). Yields the product C(=O)(O)C1=CC=C(C=C1)OC(=O)N1C(\C(\C2=CC=CC=C12)=C/C=1NC(=CC1C)C)=O (3-[1-(3,5-dimethyl-1H-pyrrol-2-yl)-meth-(Z)-ylidene]-2-oxo-2,3-dihydro-indole-1-carboxylic acid 4-carboxy-phenyl ester). Reagents/catalysts: C(C)N(CC)CC (triethylamine). The solvent is C1CCOC1 (THF). Procedure details: A reaction mixture of 3-[1-(3,5-dimethyl-1H-pyrrol-2-yl)-meth-(Z)-ylidene]-1-(imidazol-1-ylcarbonyl)-1,3-dihydro-indol-2-one (332 mg, 1.0 mmol), 4-hydroxybenzoic acid (138 mg, 1.0 mmol), and 2 drops of triethylamine in 3.0 mL of THF was stirred at room temperature overnight and concentrated. The residue was then purified on a silica gel column eluting with ethyl acetate-hexane (1:3) and 0.5% of acetic acid in ethyl acetate-dichloromethane (2:1) to afford 150 mg (37%) of 3-[1-(3,5-dimethyl-1H-pyr... Conditions: time 8 hour. Reactants: ClC=1C=C(CC2(CCC2)C(=O)C2=NC=CC=C2)C=CC1 ((1-(3-chlorobenzyl)cyclobutyl)(pyridin-2-yl)methanone), [BH4-].[Na+] (NaBH4), CO (methanol). Conditions: temperature 0 celsius, time 2 hour. Product: ClC=1C=C(C=CC1)C(C)C1(CCC1)C(O)C1=NC=CC=C1 ({1-[1-(3-chlorophenyl)ethyl]cyclobutyl}(pyridin-2-yl)methanol). Yield: 23.6%. As a reaction SMILES: [Cl:1][C:2]1[CH:3]=[C:4]([CH:18]=[CH:19][CH:20]=1)[CH2:5][C:6]1([C:10]([C:12]2[CH:17]=[CH:16][CH:15]=[CH:14][N:13]=2)=[O:11])[CH2:9][CH2:8][CH2:7]1.[BH4-].[Na+].[CH3:23]O>>[Cl:1][C:2]1[CH:3]=[C:4]([CH:5]([C:6]2([CH:10]([C:12]3[CH:17]=[CH:16][CH:15]=[CH:14][N:13]=3)[OH:11])[CH2:9][CH2:8][CH2:7]2)[CH3:23])[CH:18]=[CH:19][CH:20]=1 |f:1.2|. Reported procedure: To a solution of Example 44C (0.5 g, 1.67 mmol) in 20 mL of methanol was added NaBH4 (0.076 g, 2 mmol) in small portions at 0° C. The mixture was stirred at 0° C. for 2 h. The mixture was concentrated and the residue was purified by prep TLC (petroleum ether: ethyl acetate=7:1) to afford the title compound (0.35 g, total yield 23.6%). 1H NMR (400 MHz, CDCl3): δ=8.58 (d, J=2.0 Hz, 1H), 7.65-7.62 (m, 1H), 7.27-7.12 (m, 6H), 4.78 (s, 1H), 4.16 (brs, 1H), 3.12-3.00 (m, 1H), 2.17-1.80 (m, 4H), 1.36 (...